This data is from the Open Reaction Database (ORD), a public repository of structured organic reaction records. The task is: describe an organic reaction: reactants, conditions, products, and yield Reactants: O1CCC2=C1C=CC(=C2)N (2,3-dihydro-1-benzofuran-5-amine), C(C)(C)(C)C1=CC=C(C=C1)Br (4-tert-butyl bromobenzene), CC(C)([O-])C.[Na+] (sodium tert-butoxide). Reagents/catalysts: C=1C=CC(=CC1)/C=C/C(=O)/C=C/C2=CC=CC=C2.C=1C=CC(=CC1)/C=C/C(=O)/C=C/C2=CC=CC=C2.C=1C=CC(=CC1)/C=C/C(=O)/C=C/C2=CC=CC=C2.[Pd].[Pd] (tris(dibenzylideneacetone)dipalladium), C1(=CC=CC=C1)P(C1=C(C2=CC=CC=C2C=C1)C1=C(C=CC2=CC=CC=C12)P(C1=CC=CC=C1)C1=CC=CC=C1)C1=CC=CC=C1 (rac-2,2′-bis(diphenylphosphino)-1,1′-binapthyl). The solvent is C1(=CC=CC=C1)C (toluene). The product is C(C)(C)(C)C1=CC=C(C=C1)NC=1C=CC2=C(CCO2)C1 (N-(4-tert-butylphenyl)-2,3-dihydro-1-benzofuran-5-amine). RXN SMILES: [O:1]1[C:5]2[CH:6]=[CH:7][C:8]([NH2:10])=[CH:9][C:4]=2[CH2:3][CH2:2]1.[C:11]([C:15]1[CH:20]=[CH:19][C:18](Br)=[CH:17][CH:16]=1)([CH3:14])([CH3:13])[CH3:12].CC(C)([O-])C.[Na+]>C1C=CC(/C=C/C(/C=C/C2C=CC=CC=2)=O)=CC=1.C1C=CC(/C=C/C(/C=C/C2C=CC=CC=2)=O)=CC=1.C1C=CC(/C=C/C(/C=C/C2C=CC=CC=2)=O)=CC=1.[Pd].[Pd].C1(P(C2C=CC=CC=2)C2C=CC3C(=CC=CC=3)C=2C2C3C(=CC=CC=3)C=CC=2P(C2C=CC=CC=2)C2C=CC=CC=2)C=CC=CC=1.C1(C)C=CC=CC=1>[C:11]([C:15]1[CH:20]=[CH:19][C:18]([NH:10][C:8]2[CH:7]=[CH:6][C:5]3[O:1][CH2:2][CH2:3][C:4]=3[CH:9]=2)=[CH:17][CH:16]=1)([CH3:14])([CH3:13])[CH3:12] |f:2.3,4.5.6.7.8|. Procedure: To a flask equipped with a magnetic stirrer, reflux condensor, and nitrogen inlet was added 2,3-dihydro-1-benzofuran-5-amine (11.6 grams, 85.8 mmoles, prepared as in Example 23 of U.S. Pat. No. 20040029932), 4-tert-butyl bromobenzene (18.1 grams, 85 mmoles), tris(dibenzylideneacetone)dipalladium (0) (1.6 grams, 1.7 mmoles), rac-2,2′-bis(diphenylphosphino)-1,1′-binapthyl (2.1 grams, 3.4 mmoles), sodium tert-butoxide (16.4 grams, 0.17 moles) and anhydrous toluene (100 mL). The contents of the flas... Product: C(C)OC(=O)[C@H]1[C@H](C1)C1=CC=C(C=C1)C1=CC=C(C=C1)C1=C(C(=NO1)C)C(C\C=C\C1=CC=CC=C1)O ((cis)-2-{4′-[4-((E)-1-Hydroxy-4-phenyl-but-3-enyl)-3-methyl-isoxazol-5-yl]-biphenyl-4-yl}-cyclopropanecarboxylic acid ethyl ester). RXN SMILES: Br[C:2]1[CH:7]=[CH:6][C:5]([C:8]2[O:12][N:11]=[C:10]([CH3:13])[C:9]=2[CH:14]([OH:24])[CH2:15]/[CH:16]=[CH:17]/[C:18]2[CH:23]=[CH:22][CH:21]=[CH:20][CH:19]=2)=[CH:4][CH:3]=1.[CH2:25]([O:27][C:28]([C@@H:30]1[CH2:32][C@@H:31]1[C:33]1[CH:38]=[CH:37][C:36](B2OC(C)(C)C(C)(C)O2)=[CH:35][CH:34]=1)=[O:29])[CH3:26]>>[CH2:25]([O:27][C:28]([C@@H:30]1[CH2:32][C@@H:31]1[C:33]1[CH:38]=[CH:37][C:36]([C:2]2[CH:7]=[CH:6][C:5]([C:8]3[O:12][N:11]=[C:10]([CH3:13])[C:9]=3[CH:14]([OH:24])[CH2:15]/[CH:16]=[CH:17]/[C:18]3[CH:23]=[CH:22][CH:21]=[CH:20][CH:19]=3)=[CH:4][CH:3]=2)=[CH:35][CH:34]=1)=[O:29])[CH3:26]. Reactants: BrC1=CC=C(C=C1)C1=C(C(=NO1)C)C(C\C=C\C1=CC=CC=C1)O ((E)-1-[5-(4-bromo-phenyl)-3-methyl-isoxazol-4-yl]-4-phenyl-but-3-en-1-ol), C(C)OC(=O)[C@H]1[C@H](C1)C1=CC=C(C=C1)B1OC(C(O1)(C)C)(C)C ((cis)-2-[4-(4,4,5,5-tetramethyl-[1,3,2]dioxaborolan-2-yl)-phenyl]-cyclopropanecarboxylic acid ethyl ester). Reported procedure: Prepared according to the procedure described in Example 3, Step 5, using (E)-1-[5-(4-bromo-phenyl)-3-methyl-isoxazol-4-yl]-4-phenyl-but-3-en-1-ol and (cis)-2-[4-(4,4,5,5-tetramethyl-[1,3,2]dioxaborolan-2-yl)-phenyl]-cyclopropanecarboxylic acid ethyl ester. Starting materials: C(C)(=O)Cl (acetyl chloride), ClC=1C=NC=C(C1[C@@H](C)OC=1C=C2C(=NN(C2=CC1)C1OCCCC1)\C=C\C=1C=NN(C1)CCOC1OCCCC1)Cl (5-((R)-1-(3,5-dichloropyridin-4-yl)ethoxy)-1-(tetrahydro-2H-pyran-2-yl)-3-((E)-2-(1-(2-(tetrahydro-2H-pyran-2-yloxy)ethyl)-1H-pyrazol-4-yl)vinyl)-1H-indazole). The solvent is CO (methanol), CO (methanol). Conditions: time 4 hour. The product is ClC=1C=NC=C(C1[C@@H](C)OC=1C=C2C(=NNC2=CC1)/C=C/C=1C=NN(C1)CCO)Cl ((R)-(E)-2-(4-(2-(5-(1-(3,5-Dichloropyridin-4-yl)ethoxy)-1H-indazol-3-yl)vinyl)-1H-pyrazol-1-yl)ethanol). As a reaction SMILES: C(Cl)(=O)C.[Cl:5][C:6]1[CH:7]=[N:8][CH:9]=[C:10]([Cl:46])[C:11]=1[C@H:12]([O:14][C:15]1[CH:16]=[C:17]2[C:21](=[CH:22][CH:23]=1)[N:20](C1CCCCO1)[N:19]=[C:18]2/[CH:30]=[CH:31]/[C:32]1[CH:33]=[N:34][N:35]([CH2:37][CH2:38][O:39]C2CCCCO2)[CH:36]=1)[CH3:13]>CO>[Cl:46][C:10]1[CH:9]=[N:8][CH:7]=[C:6]([Cl:5])[C:11]=1[C@H:12]([O:14][C:15]1[CH:16]=[C:17]2[C:21](=[CH:22][CH:23]=1)[NH:20][N:19]=[C:18]2/[CH:30]=[CH:31]/[C:32]1[CH:33]=[N:34][N:35]([CH2:37][CH2:38][OH:39])[CH:36]=1)[CH3:13]. Procedure details: Charge a 3-neck, 250 mL round bottom flask equipped with an addition funnel, nitrogen inlet, internal temperature probe and magnetic stirrer with methanol (57 mL) and cool in an ice bath. To the resulting solution, add acetyl chloride (20 mL, 281.03 mmol) slowly through an addition funnel. To the solution, add 5-((R)-1-(3,5-dichloropyridin-4-yl)ethoxy)-1-(tetrahydro-2H-pyran-2-yl)-3-((E)-2-(1-(2-(tetrahydro-2H-pyran-2-yloxy)ethyl)-1H-pyrazol-4-yl)vinyl)-1H-indazole (7.1 g, 11.59 mmol) dissolved ... Reactants: O=Cc1ccc(Br)cc1, O=C(O)CS(=O)(=O)c1ccccc1. Yields the product O=S(=O)(C=Cc1ccc(Br)cc1)c1ccccc1. Reaction SMILES: [Br:14][c:15]1[cH:16][cH:17][c:18]([CH:19]=[O:20])[cH:21][cH:22]1.[c:1]1([S:7](=[O:8])(=[O:9])[CH2:10][C:11]([OH:12])=[O:13])[cH:2][cH:3][cH:4][cH:5][cH:6]1>>[c:1]1([S:7](=[O:8])(=[O:9])[CH:10]=[CH:11][c:18]2[cH:17][cH:16][c:15]([Br:14])[cH:22][cH:21]2)[cH:2][cH:3][cH:4][cH:5][cH:6]1. Starting materials: O=C([O-])[O-], CC(C)(C)Cc1ccc(F)c(C#N)c1, [K+], [K+], OC1CCNC1, CN(C)C=O. Product: CC(C)(C)Cc1ccc(N2CCC(O)C2)c(C#N)c1. RXN SMILES: [C:15](=[O:16])([O-:17])[O-:18].[CH3:1][C:2]([CH2:3][c:4]1[cH:5][cH:6][c:7]([F:12])[c:8]([C:9]#[N:10])[cH:11]1)([CH3:13])[CH3:14].[K+:19].[K+:20].[NH:21]1[CH2:22][CH:23]([OH:26])[CH2:24][CH2:25]1.[O:27]=[CH:28][N:29]([CH3:30])[CH3:31]>>[CH3:1][C:2]([CH2:3][c:4]1[cH:5][cH:6][c:7]([N:21]2[CH2:22][CH:23]([OH:26])[CH2:24][CH2:25]2)[c:8]([C:9]#[N:10])[cH:11]1)([CH3:13])[CH3:14]. The reactants are CCOC(=O)c1ccc(-c2cc(NC(=O)C3CCCCN3C(=O)OC(C)(C)C)ccc2Cl)cc1, CCO, [Na+], [OH-]. Yields the product CC(C)(C)OC(=O)N1CCCCC1C(=O)Nc1ccc(Cl)c(-c2ccc(C(=O)O)cc2)c1. As a reaction SMILES: [C:1]([CH3:2])([CH3:3])([CH3:4])[O:5][C:6](=[O:7])[N:8]1[CH:9]([C:14]([NH:15][c:16]2[cH:17][c:18](-[c:23]3[cH:24][cH:25][c:26]([C:29](=[O:30])[O:31][CH2:32][CH3:33])[cH:27][cH:28]3)[c:19]([Cl:22])[cH:20][cH:21]2)=[O:34])[CH2:10][CH2:11][CH2:12][CH2:13]1.[CH3:37][CH2:38][OH:39].[Na+:36].[OH-:35]>>[C:1]([CH3:2])([CH3:3])([CH3:4])[O:5][C:6](=[O:7])[N:8]1[CH:9]([C:14]([NH:15][c:16]2[cH:17][c:18](-[c:23]3[cH:24][cH:25][c:26]([C:29](=[O:30])[OH:31])[cH:27][cH:28]3)[c:19]([Cl:22])[cH:20][cH:21]2)=[O:34])[CH2:10][CH2:11][CH2:12][CH2:13]1. Starting materials: [H-].[Na+] (Sodium hydride), O[C@H](C(=O)OC)CO[C@@H](COC)C ((S)-methyl 2-hydroxy-3-((R)-1-methoxypropan-2-yloxy)propanoate), ClC1=C2C(=NC=N1)N(N=C2)C2=NC=CC=C2Cl (4-Chloro-1-(3-chloropyridin-2-yl)-1H-pyrazolo[3,4-d]pyrimidine), ClC1=C2C(=NC=N1)N(N=C2)C2=NC=CC=C2Cl (4-Chloro-1-(3-chloropyridin-2-yl)-1H-pyrazolo[3,4-d]pyrimidine). The solvent is C1CCOC1 (THF), C(C)(=O)OCC (ethyl acetate). Conditions: temperature 0 celsius, time 10 minute. Yields the product ClC=1C(=NC=CC1)N1N=CC=2C1=NC=NC2O[C@H](C(=O)OC)CO[C@@H](COC)C ((2S)-methyl 2-(1-(3-chloropyridin-2-yl)-1H-pyrazolo[3,4-d]pyrimidin-4-yloxy)-3-((R)-1-methoxypropan-2-yloxy)propanoate). The yield is 55.8%. RXN SMILES: [H-].[Na+].[OH:3][C@@H:4]([CH2:9][O:10][C@H:11]([CH3:15])[CH2:12][O:13][CH3:14])[C:5]([O:7][CH3:8])=[O:6].Cl[C:17]1[N:22]=[CH:21][N:20]=[C:19]2[N:23]([C:26]3[C:31]([Cl:32])=[CH:30][CH:29]=[CH:28][N:27]=3)[N:24]=[CH:25][C:18]=12>C1COCC1.C(OCC)(=O)C>[Cl:32][C:31]1[C:26]([N:23]2[C:19]3=[N:20][CH:21]=[N:22][C:17]([O:3][C@@H:4]([CH2:9][O:10][C@H:11]([CH3:15])[CH2:12][O:13][CH3:14])[C:5]([O:7][CH3:8])=[O:6])=[C:18]3[CH:25]=[N:24]2)=[N:27][CH:28]=[CH:29][CH:30]=1 |f:0.1|. Procedure details: Sodium hydride (62.4 mg, 1.56 mmol) was to (S)-methyl 2-hydroxy-3-((R)-1-methoxypropan-2-yloxy)propanoate (Intermediate Y6) (200 mg, 1.04 mmol) in anhydrous THF (5 mL) at 0° C. under nitrogen. The resulting mixture was stirred for 10 minutes at 0° C. and then 4-chloro-1-(3-chloropyridin-2-yl)-1H-pyrazolo[3,4-d]pyrimidine (Intermediate B15) (360 mg, 1.35 mmol) was added and the reaction was allowed to warm up to room temperature and stirred for 1 hour. The reaction mixture was diluted with ethyl ...